From a dataset of the Open Reaction Database (ORD), a public repository of structured organic reaction records. describe an organic reaction: reactants, conditions, products, and yield Starting materials: COC(=O)c1nc(Br)ccc1O, COc1ccc(CBr)cc1, CC(C)=O, [K+], [K+], O=C([O-])[O-]. The product is COC(=O)c1nc(Br)ccc1OCc1ccc(OC)cc1. Reaction SMILES: [Br:11][c:12]1[cH:13][cH:14][c:15]([OH:22])[c:16]([C:18](=[O:19])[O:20][CH3:21])[n:17]1.[CH3:1][O:2][c:3]1[cH:4][cH:5][c:6]([CH2:7][Br:8])[cH:9][cH:10]1.[CH3:29][C:30](=[O:31])[CH3:32].[K+:23].[K+:24].[O-:25][C:26]([O-:27])=[O:28]>>[CH3:1][O:2][c:3]1[cH:4][cH:5][c:6]([CH2:7][O:22][c:15]2[cH:14][cH:13][c:12]([Br:11])[n:17][c:16]2[C:18](=[O:19])[O:20][CH3:21])[cH:9][cH:10]1. Starting materials: O=c1c2c([nH]c3ccccc13)C(c1ccc3c(c1)OCO3)N(c1ncc(Br)cn1)C2, CCCC[Sn](CCCC)(CCCC)c1ccncc1, CCOC(C)=O, CN(C)C=O, c1ccc(P(c2ccccc2)(c2ccccc2)[Pd](P(c2ccccc2)(c2ccccc2)c2ccccc2)(P(c2ccccc2)(c2ccccc2)c2ccccc2)P(c2ccccc2)(c2ccccc2)c2ccccc2)cc1. Yields the product O=c1c2c([nH]c3ccccc13)C(c1ccc3c(c1)OCO3)N(c1ncc(-c3ccncc3)cn1)C2. RXN SMILES: [Br:1][c:2]1[cH:3][n:4][c:5]([N:8]2[CH:9]([c:22]3[cH:23][c:24]4[c:25]([cH:26][cH:27]3)[O:28][CH2:29][O:30]4)[c:10]3[nH:11][c:12]4[cH:13][cH:14][cH:15][cH:16][c:17]4[c:18](=[O:21])[c:19]3[CH2:20]2)[n:6][cH:7]1.[CH2:31]([Sn:32]([CH2:33][CH2:34][CH2:35][CH3:42])([c:36]1[cH:37][cH:38][n:39][cH:40][cH:41]1)[CH2:43][CH2:44][CH2:45][CH3:46])[CH2:47][CH2:48][CH3:49].[CH3:55][CH2:56][O:57][C:58](=[O:59])[CH3:60].[O:50]=[CH:51][N:52]([CH3:53])[CH3:54].[cH:61]1[cH:62][cH:63][c:64]([P:65]([Pd:66]([P:67]([c:68]2[cH:69][cH:70][cH:71][cH:72][cH:73]2)([c:74]2[cH:75][cH:76][cH:77][cH:78][cH:79]2)[c:80]2[cH:81][cH:82][cH:83][cH:84][cH:85]2)([P:86]([c:87]2[cH:88][cH:89][cH:90][cH:91][cH:92]2)([c:93]2[cH:94][cH:95][cH:96][cH:97][cH:98]2)[c:99]2[cH:100][cH:101][cH:102][cH:103][cH:104]2)[P:105]([c:106]2[cH:107][cH:108][cH:109][cH:110][cH:111]2)([c:112]2[cH:113][cH:114][cH:115][cH:116][cH:117]2)[c:118]2[cH:119][cH:120][cH:121][cH:122][cH:123]2)([c:124]2[cH:125][cH:126][cH:127][cH:128][cH:129]2)[c:130]2[cH:131][cH:132][cH:133][cH:134][cH:135]2)[cH:136][cH:137]1>>[c:2]1(-[c:36]2[cH:37][cH:38][n:39][cH:40][cH:41]2)[cH:3][n:4][c:5]([N:8]2[CH:9]([c:22]3[cH:23][c:24]4[c:25]([cH:26][cH:27]3)[O:28][CH2:29][O:30]4)[c:10]3[nH:11][c:12]4[cH:13][cH:14][cH:15][cH:16][c:17]4[c:18](=[O:21])[c:19]3[CH2:20]2)[n:6][cH:7]1. Reactants: FC(C(=O)O)(F)F (Trifluoroacetic acid), FC=1C=C(C=CC1C=1SC2=NC(=CC=C2N1)C1(CC1)C1=CC=CC=C1)CN[C@H](C(=O)OC(C)(C)C)C ((S)-tert-butyl 2-((3-fluoro-4-(5-(1-phenylcyclopropyl)thiazolo[5,4-b]pyridin-2-yl)phenyl)methylamino)propanoate). The solvent is C(Cl)Cl (DCM). Run at temperature 25 celsius, time 16 hour. Product: FC=1C=C(C=CC1C=1SC2=NC(=CC=C2N1)C1(CC1)C1=CC=CC=C1)CN[C@H](C(=O)O)C ((S)-2-((3-fluoro-4-(5-(1-phenylcyclopropyl)thiazolo[5,4-b]pyridin-2-yl)phenyl)methylamino)-propanoic acid). RXN SMILES: FC(F)(F)C(O)=O.[F:8][C:9]1[CH:10]=[C:11]([CH2:33][NH:34][C@@H:35]([CH3:43])[C:36]([O:38]C(C)(C)C)=[O:37])[CH:12]=[CH:13][C:14]=1[C:15]1[S:16][C:17]2[C:22]([N:23]=1)=[CH:21][CH:20]=[C:19]([C:24]1([C:27]3[CH:32]=[CH:31][CH:30]=[CH:29][CH:28]=3)[CH2:26][CH2:25]1)[N:18]=2>C(Cl)Cl>[F:8][C:9]1[CH:10]=[C:11]([CH2:33][NH:34][C@@H:35]([CH3:43])[C:36]([OH:38])=[O:37])[CH:12]=[CH:13][C:14]=1[C:15]1[S:16][C:17]2[C:22]([N:23]=1)=[CH:21][CH:20]=[C:19]([C:24]1([C:27]3[CH:32]=[CH:31][CH:30]=[CH:29][CH:28]=3)[CH2:25][CH2:26]1)[N:18]=2. Procedure details: Trifluoroacetic acid (1.0 mL, 12.98 mmol) was added to a solution of (S)-tert-butyl 2-((3-fluoro-4-(5-(1-phenylcyclopropyl)thiazolo[5,4-b]pyridin-2-yl)phenyl)methylamino)propanoate (140.6 mg, 0.279 mmol) in DCM (2.1 mL) at 25° C., and the resulting mixture was stirred at 25° C. for 16 h. The reaction mixture was then concentrated in vacuo and the brown residue was taken up in DMSO (2.0 mL) and purified by rpHPLC (10-100% CH3CN/water+0.1% TFA) to provide (S)-2-((3-fluoro-4-(5-(1-phenylcyclopropyl... Starting materials: O.NN (hydrazine hydrate), C(C1=CC=CC=C1)(=O)C1=C(C(=O)OC)C=CC(=C1)F (methyl 2-benzoyl-4-fluorobenzoate). Solvent: CCO (EtOH). Product: FC=1C=C2C(=NNC(C2=CC1)=O)C1=CC=CC=C1 (6-fluoro-4-phenylphthalazin-1(2H)-one). Isolated yield 81.4%. Reaction SMILES: O.[NH2:2][NH2:3].[C:4]([C:12]1[CH:21]=[C:20]([F:22])[CH:19]=[CH:18][C:13]=1[C:14](OC)=[O:15])(=O)[C:5]1[CH:10]=[CH:9][CH:8]=[CH:7][CH:6]=1>CCO>[F:22][C:20]1[CH:21]=[C:12]2[C:13](=[CH:18][CH:19]=1)[C:14](=[O:15])[NH:3][N:2]=[C:4]2[C:5]1[CH:10]=[CH:9][CH:8]=[CH:7][CH:6]=1 |f:0.1|. Procedure: A solution of hydrazine hydrate (0.26 mL, 4.6 mmol) and the product of example 35C (0.390 g, 1.5 mmol) in EtOH (4.5 mL) was stirred at 80° C. for 3 hours, concentrated, and chromatographed on SiO2 (3% MeOH/CH2Cl2) to give 293.5 mg of the title compound as a white solid. 1H NMR (300 MHz, DMSO-d6) δ 12.93 (s, 1H), 8.42 (dd, 1H), 7.76 (ddd, 1H), 7.53-7.63 (m, 5H), 7.32 (dd, 1H).